Task: describe an organic reaction: reactants, conditions, products, and yield. Dataset: the Open Reaction Database (ORD), a public repository of structured organic reaction records Reactants: C#CC1(NCCO)CCCCC1, COC1CN(c2ccc(I)c(Cc3ccccc3)n2)CC1O. Yields the product COC1CN(c2ccc(C#CC3(NCCO)CCCCC3)c(Cc3ccccc3)n2)CC1O. As a reaction SMILES: [C:23](#[CH:24])[C:25]1([NH:31][CH2:32][CH2:33][OH:34])[CH2:26][CH2:27][CH2:28][CH2:29][CH2:30]1.[CH2:1]([c:2]1[cH:3][cH:4][cH:5][cH:6][cH:7]1)[c:8]1[n:9][c:10]([N:15]2[CH2:16][CH:17]([OH:22])[CH:18]([O:20][CH3:21])[CH2:19]2)[cH:11][cH:12][c:13]1[I:14]>>[CH2:1]([c:2]1[cH:3][cH:4][cH:5][cH:6][cH:7]1)[c:8]1[n:9][c:10]([N:15]2[CH2:16][CH:17]([OH:22])[CH:18]([O:20][CH3:21])[CH2:19]2)[cH:11][cH:12][c:13]1[C:24]#[C:23][C:25]1([NH:31][CH2:32][CH2:33][OH:34])[CH2:26][CH2:27][CH2:28][CH2:29][CH2:30]1. Conditions: time 8 hour. Product: OC1=C(C(=O)O)C=C(C=N1)[N+](=O)[O-] (2-Hydroxy-5-nitronicotinic acid). Solvent: S(O)(O)(=O)=O (sulfuric acid). Isolated yield 87.0%. The reactants are OC1=C(C(=O)O)C=CC=N1 (2-Hydroxynicotinic acid), [N+](=O)(O)[O-] (nitric acid). As a reaction SMILES: [OH:1][C:2]1[N:10]=[CH:9][CH:8]=[CH:7][C:3]=1[C:4]([OH:6])=[O:5].[N+:11]([O-])([OH:13])=[O:12]>S(=O)(=O)(O)O>[OH:1][C:2]1[N:10]=[CH:9][C:8]([N+:11]([O-:13])=[O:12])=[CH:7][C:3]=1[C:4]([OH:6])=[O:5]. Procedure details: 2-Hydroxynicotinic acid was added portionwise to sulfuric acid (50 mL) at 0° C. After complete dissolution, nitric acid (3 mL) was added dropwise to the cooled solution. After the addition was complete, the bath was removed and the solution stirred overnight at ambient temperature. The solution was then heated at 50°-70° C. for one and a half hours. The solution was cooled to ambient temperature and poured onto ice (100 g). The pale yellow solid which resulted was collected by filtration and dri... The reactants are FC1=CC=C(C=C1)O (p-fluorophenol), OC(CCCN(S(=O)(=O)C)CCCCCCC(=O)OCC)COC1=CC(=CC=C1)C(F)(F)F (ethyl 7-{N-[4-hydroxy-5-(3-trifluoromethylphenoxy)pentyl]methanesulfonamido}heptanoate), FC(C=1C=C(C=CC1)O)(F)F (3-trifluoromethylphenol), product. Product: OC(CCCN(S(=O)(=O)C)CCCCCCC(=O)O)COC1=CC(=CC=C1)C(F)(F)F (7-{N-[4-hydroxy-5-(3-trifluoromethylphenoxy)pentyl]-methanesulfonamido}heptanoic acid). Reaction SMILES: FC1C=CC(O)=CC=1.FC(F)(F)C1C=C(O)C=CC=1.[OH:20][CH:21]([CH2:41][O:42][C:43]1[CH:48]=[CH:47][CH:46]=[C:45]([C:49]([F:52])([F:51])[F:50])[CH:44]=1)[CH2:22][CH2:23][CH2:24][N:25]([CH2:30][CH2:31][CH2:32][CH2:33][CH2:34][CH2:35][C:36]([O:38]CC)=[O:37])[S:26]([CH3:29])(=[O:28])=[O:27]>>[OH:20][CH:21]([CH2:41][O:42][C:43]1[CH:48]=[CH:47][CH:46]=[C:45]([C:49]([F:52])([F:50])[F:51])[CH:44]=1)[CH2:22][CH2:23][CH2:24][N:25]([CH2:30][CH2:31][CH2:32][CH2:33][CH2:34][CH2:35][C:36]([OH:38])=[O:37])[S:26]([CH3:29])(=[O:28])=[O:27]. Procedure: The synthesis of this compound is carried out as described in Example 1 except that, in Step D, the p-fluorophenol is replaced by an equimolar amount of 3-trifluoromethylphenol. The product of Step D is thus ethyl 7-{N-[4-hydroxy-5-(3-trifluoromethylphenoxy)pentyl]methanesulfonamido}heptanoate. The subsequent hydrolysis step yields 7-{N-[4-hydroxy-5-(3-trifluoromethylphenoxy)pentyl]-methanesulfonamido}heptanoic acid (E). Starting materials: ClC=1C=NC=C(C1I)F (3-chloro-5-fluoro-4-iodo-pyridine), CC1(OB(OC1(C)C)C=1CCN(CC1)C(=O)OC(C)(C)C)C (tert-butyl 4-(4,4,5,5-tetramethyl-1,3,2-dioxaborolan-2-yl)-3,6-dihydro-2H-pyridine-1-carboxylate), C(=O)([O-])[O-].[Na+].[Na+] (Na2CO3). Reagents/catalysts: Cl[Pd]([P](C1=CC=CC=C1)(C2=CC=CC=C2)C3=CC=CC=C3)([P](C4=CC=CC=C4)(C5=CC=CC=C5)C6=CC=CC=C6)Cl (Pd(PPh3)2Cl2). Run in COCCOC (DME). Reaction conditions: temperature 90 celsius. Yields the product ClC=1C=NC=C(C1C1=CCN(CC1)C(=O)OC(C)(C)C)F (tert-butyl 3′-chloro-5′-fluoro-5,6-dihydro-[4,4′-bipyridine]-1(2H)-carboxylate). Yield: 77.7%. As a reaction SMILES: [Cl:1][C:2]1[CH:3]=[N:4][CH:5]=[C:6]([F:9])[C:7]=1I.CC1(C)C(C)(C)OB([C:18]2[CH2:19][CH2:20][N:21]([C:24]([O:26][C:27]([CH3:30])([CH3:29])[CH3:28])=[O:25])[CH2:22][CH:23]=2)O1.C([O-])([O-])=O.[Na+].[Na+]>COCCOC.Cl[Pd](Cl)([P](C1C=CC=CC=1)(C1C=CC=CC=1)C1C=CC=CC=1)[P](C1C=CC=CC=1)(C1C=CC=CC=1)C1C=CC=CC=1>[Cl:1][C:2]1[CH:3]=[N:4][CH:5]=[C:6]([F:9])[C:7]=1[C:18]1[CH2:23][CH2:22][N:21]([C:24]([O:26][C:27]([CH3:30])([CH3:29])[CH3:28])=[O:25])[CH2:20][CH:19]=1 |f:2.3.4,^1:46,65|. Reported procedure: 3-chloro-5-fluoro-4-iodo-pyridine (750 mg, 2.913 mmol), tert-butyl 4-(4,4,5,5-tetramethyl-1,3,2-dioxaborolan-2-yl)-3,6-dihydro-2H-pyridine-1-carboxylate (990.7 mg, 3.204 mmol) and Pd(PPh3)2Cl2 (102.2 mg, 0.1456 mmol) in DME (15 mL) were degassed using 3×vacuum/nitrogen cycles. Na2CO3 (4.370 mL of 2 M, 8.739 mmol) was added followed by further degassing and the reaction heated at 90° C. for 2 hours. The reaction was cooled to ambient temperature and diluted with EtOAc/water. The layers were separ... Reactants: COC([C@H](CC(C)C)N1C(C=C(C1)OC1=CC=C(C=C1)CC(C)(C)O)=O)=O ((S)-2-{4-[4-(2-hydroxy-2-methyl-propyl)-phenoxy]-2-oxo-2,5-dihydro-pyrrol-1-yl}-4-methyl-pentanoic acid methyl ester), O.[OH-].[Li+] (lithium hydroxide monohydrate). The solvent is O1CCCC1 (tetrahydrofuran), O (water). Reaction conditions: time 1.75 hour. Yields the product OC(CC1=CC=C(OC2=CC(N(C2)[C@H](C(=O)O)CC(C)C)=O)C=C1)(C)C ((S)-2-{4-[4-(2-hydroxy-2-methyl-propyl)-phenoxy]-2-oxo-2,5-dihydro-pyrrol-1-yl}-4-methyl-pentanoic acid). Isolated yield 83.0%. RXN SMILES: C[O:2][C:3](=[O:27])[C@@H:4]([N:9]1[CH2:13][C:12]([O:14][C:15]2[CH:20]=[CH:19][C:18]([CH2:21][C:22]([OH:25])([CH3:24])[CH3:23])=[CH:17][CH:16]=2)=[CH:11][C:10]1=[O:26])[CH2:5][CH:6]([CH3:8])[CH3:7].O.[OH-].[Li+]>O1CCCC1.O>[OH:25][C:22]([CH3:24])([CH3:23])[CH2:21][C:18]1[CH:17]=[CH:16][C:15]([O:14][C:12]2[CH2:13][N:9]([C@@H:4]([CH2:5][CH:6]([CH3:7])[CH3:8])[C:3]([OH:27])=[O:2])[C:10](=[O:26])[CH:11]=2)=[CH:20][CH:19]=1 |f:1.2.3|. Procedure: A solution of (S)-2-{4-[4-(2-hydroxy-2-methyl-propyl)-phenoxy]-2-oxo-2,5-dihydro-pyrrol-1-yl}-4-methyl-pentanoic acid methyl ester (0.150 g, 0.40 mmol) in tetrahydrofuran (5 mL) and water (1 mL) was treated with lithium hydroxide monohydrate (0.017 g 0.40 mmol). The mixture was stirred at room temperature for 1.75 h and then partitioned between ethyl acetate and water. The water layer was made acidic with 1N aqueous hydrochloric acid (pH=1) and extracted with ethyl acetate. The combined organic ...